Dataset: the Open Reaction Database (ORD), a public repository of structured organic reaction records. Task: describe an organic reaction: reactants, conditions, products, and yield The reactants are ClCCCOC1=C2CCC(NC2=CC=C1)=O (5-(3-chloropropoxy)-3,4-dihydrocarbostyril), C=1C=CC(=CC1)N2CCNCC2 (phenylpiperazine), C1(=CC=CC=C1)C (toluene), CCCCCC (hexane). Solvent: C(Cl)(Cl)Cl (chloroform). Product: Cl.C1(=CC=CC=C1)N1CCN(CC1)CCCOC1=C2CCC(NC2=CC=C1)=O (5-[3-(4-phenylpiperazinyl)propoxy]-3,4-dihydrocarbostyril monohydrochloride). As a reaction SMILES: [Cl:1][CH2:2][CH2:3][CH2:4][O:5][C:6]1[CH:15]=[CH:14][CH:13]=[C:12]2[C:7]=1[CH2:8][CH2:9][C:10](=[O:16])[NH:11]2.[CH:17]1[CH:18]=[CH:19][C:20]([N:23]2[CH2:28][CH2:27][NH:26][CH2:25][CH2:24]2)=[CH:21][CH:22]=1.C1(C)C=CC=CC=1.CCCCCC>C(Cl)(Cl)Cl>[ClH:1].[C:20]1([N:23]2[CH2:28][CH2:27][N:26]([CH2:2][CH2:3][CH2:4][O:5][C:6]3[CH:15]=[CH:14][CH:13]=[C:12]4[C:7]=3[CH2:8][CH2:9][C:10](=[O:16])[NH:11]4)[CH2:25][CH2:24]2)[CH:21]=[CH:22][CH:17]=[CH:18][CH:19]=1 |f:5.6|. Procedure details: 4.8 Grams of 5-(3-chloropropoxy)-3,4-dihydrocarbostyril and 4 g of phenylpiperazine are mixed with 40 ml of toluene and heated for 24 hours under refluxing condition. Then the reaction mixture is concentrated under reduced pressure to dryness. The residue thus obtained is dissolved in 80 ml of chloroform and the chloroform layer is washed twice with 5.0% of sodium hydrogencarbonate aqueous solution, further washed twice with water, dried with anhydrous sodium sulfate and chloroform is removed by... Reactants: CN(C)C=O (DMF), ClC1=C(C2=C(OCO2)C(=C1)I)NC1=NC=NC2=CC(=C(C=C12)OC)OCCCN1CC(N(CC1)C)=O (4-[3-({4-[(5-Chloro-7-iodo-1,3-benzodioxol-4-yl)amino]-6-methoxyquinazolin-7-yl}oxy)propyl]-1-methylpiperazin-2-one), CN(C(=O)NCC#C)C (N,N-dimethyl-N′-prop-2-yn-1-ylurea), C(C)(C)NC(C)C (diisopropylamine), CN(C(=O)NCC#C)C (N,N-dimethyl-N′-prop-2-yn-1-ylurea). The reagents and catalysts are [Cu]I (copper(I) iodide), Cl[Pd]([P](C1=CC=CC=C1)(C2=CC=CC=C2)C3=CC=CC=C3)([P](C4=CC=CC=C4)(C5=CC=CC=C5)C6=CC=CC=C6)Cl (bis(triphenylphosphine)palladium(II) dichloride). The solvent is C(C)(=O)OCC (ethyl acetate). Run at time 6 hour. Product: ClC=1C=C(C2=C(OCO2)C1NC1=NC=NC2=CC(=C(C=C12)OC)OCCCN1CC(N(CC1)C)=O)C#CCNC(N(C)C)=O (N′-{3-[6-Chloro-7-({6-methoxy-7-[3-(4-methyl-3-oxopiperazin-1-yl)propoxy]quinazolin-4-yl}amino)-1,3-benzodioxol-4-yl]prop-2-yn-1-yl}-N,N-dimethylurea). Isolated yield 65.7%. As a reaction SMILES: [Cl:1][C:2]1[CH:10]=[C:9](I)[C:5]2[O:6][CH2:7][O:8][C:4]=2[C:3]=1[NH:12][C:13]1[C:22]2[C:17](=[CH:18][C:19]([O:25][CH2:26][CH2:27][CH2:28][N:29]3[CH2:34][CH2:33][N:32]([CH3:35])[C:31](=[O:36])[CH2:30]3)=[C:20]([O:23][CH3:24])[CH:21]=2)[N:16]=[CH:15][N:14]=1.[CH3:37][N:38]([CH3:45])[C:39]([NH:41][CH2:42][C:43]#[CH:44])=[O:40].C(NC(C)C)(C)C.CN(C=O)C>C(OCC)(=O)C.Cl[Pd](Cl)([P](C1C=CC=CC=1)(C1C=CC=CC=1)C1C=CC=CC=1)[P](C1C=CC=CC=1)(C1C=CC=CC=1)C1C=CC=CC=1.[Cu]I>[Cl:1][C:2]1[CH:10]=[C:9]([C:44]#[C:43][CH2:42][NH:41][C:39](=[O:40])[N:38]([CH3:45])[CH3:37])[C:5]2[O:6][CH2:7][O:8][C:4]=2[C:3]=1[NH:12][C:13]1[C:22]2[C:17](=[CH:18][C:19]([O:25][CH2:26][CH2:27][CH2:28][N:29]3[CH2:34][CH2:33][N:32]([CH3:35])[C:31](=[O:36])[CH2:30]3)=[C:20]([O:23][CH3:24])[CH:21]=2)[N:16]=[CH:15][N:14]=1 |^1:66,85|. Reported procedure: 4-[3-({4-[(5-Chloro-7-iodo-1,3-benzodioxol-4-yl)amino]-6-methoxyquinazolin-7-yl}oxy)propyl]-1-methylpiperazin-2-one (250 mg, 0.40 mmol) and N,N-dimethyl-N′-prop-2-yn-1-ylurea (60 mg, 0.48 mmol) in ethyl acetate (8 ml) stirred at room temperature, under an atmosphere of nitrogen, and treated with bis(triphenylphosphine)palladium(II) dichloride (28 mg, 10 mol %) followed by copper(I) iodide (8 mg, 10 mol %) and diisopropylamine (81 mg, 0.80 mmol). The reaction was stirred 6 hr then DMF (3 ml) adde...